Dataset: the Open Reaction Database (ORD), a public repository of structured organic reaction records. Task: describe an organic reaction: reactants, conditions, products, and yield Starting materials: C(C1=CC=CC=C1)OC1=CC=C(CCl)C=C1 (4-benzyloxybenzyl chloride), [H-].[Na+] (sodium hydride), C1(=CC=CC=C1)CCCC(C(=O)OCC)C(=O)OCC (diethyl 2-(3-phenylpropyl)malonate), C1(=CC=CC=C1)C (toluene). The solvent is O (water), C(C)(=O)OCC (ethyl acetate), CN(C(C)=O)C (N,N-dimethylacetamide), CCCCCC (hexane), C(C)(=O)OCC (ethyl acetate). Run at time 30 minute. The product is C(C1=CC=CC=C1)OC1=CC=C(CC(C(=O)OCC)(C(=O)OCC)CCCC2=CC=CC=C2)C=C1 (Diethyl 2-(4-benzyloxybenzyl)-2-(3-phenylpropyl)malonate). The yield is 82.5%. As a reaction SMILES: [H-].[Na+].[C:3]1([CH2:9][CH2:10][CH2:11][CH:12]([C:18]([O:20][CH2:21][CH3:22])=[O:19])[C:13]([O:15][CH2:16][CH3:17])=[O:14])[CH:8]=[CH:7][CH:6]=[CH:5][CH:4]=1.C1(C)C=CC=CC=1.[CH2:30]([O:37][C:38]1[CH:45]=[CH:44][C:41]([CH2:42]Cl)=[CH:40][CH:39]=1)[C:31]1[CH:36]=[CH:35][CH:34]=[CH:33][CH:32]=1>CCCCCC.C(OCC)(=O)C.O.CN(C)C(=O)C>[CH2:30]([O:37][C:38]1[CH:39]=[CH:40][C:41]([CH2:42][C:12]([CH2:11][CH2:10][CH2:9][C:3]2[CH:4]=[CH:5][CH:6]=[CH:7][CH:8]=2)([C:13]([O:15][CH2:16][CH3:17])=[O:14])[C:18]([O:20][CH2:21][CH3:22])=[O:19])=[CH:44][CH:45]=1)[C:31]1[CH:32]=[CH:33][CH:34]=[CH:35][CH:36]=1 |f:0.1|. Reported procedure: 0.48 g of sodium hydride (55% oil suspension) was added to a mixture of 2.78 g of diethyl 2-(3-phenylpropyl)malonate, 20 ml of toluene and 10 ml of N,N-dimethylacetamide, and the resulting mixture was stirred at room temperature for 30 minutes. Then, 2.45 g of 4-benzyloxybenzyl chloride was added to the reaction mixture, and the mixture was stirred at room temperature for 30 minutes and then at 60° C. for 30 minutes. After the reaction, ethyl acetate and water were added to the reaction mixture,... The reactants are C(C)OC(CC(CC(=O)OC(C)(C)C)C(=O)OCC1=CC=CC=C1)=O (3-Benzyloxycarbonyl-pentandioic acid tert-butyl ester ethyl ester). Reagents/catalysts: [Pd] (palladium). The solvent is C(C)O (ethanol). Run at time 24 hour. Yields the product C(C)OC(CC(CC(=O)OC(C)(C)C)C(=O)O)=O (3-Carboxy-pentanedioic acid tert-butyl ester ethyl ester). As a reaction SMILES: [CH2:1]([O:3][C:4](=[O:25])[CH2:5][CH:6]([C:15]([O:17]CC1C=CC=CC=1)=[O:16])[CH2:7][C:8]([O:10][C:11]([CH3:14])([CH3:13])[CH3:12])=[O:9])[CH3:2]>C(O)C.[Pd]>[CH2:1]([O:3][C:4](=[O:25])[CH2:5][CH:6]([C:15]([OH:17])=[O:16])[CH2:7][C:8]([O:10][C:11]([CH3:13])([CH3:14])[CH3:12])=[O:9])[CH3:2]. Procedure details: A solution of the compound of example 69 (2.29 g, 6.54 mmol) in ethanol (95%, 500 mL) was hydrogenated in the presence of a catalytic amount of palladium (10% on charcoal). After 24 h of stirring, the reaction was complete. The mixture was filtered over a celite pad and the solvent evaporated. The residue was distributed between ethyl acetate and water. The aqueous phase was extracted twice more with ethyl acetate. The recombined organic layer was washed with brine, dried over sodium sulfate, fi... Reactants: NC1=CC=C(C=C1)S(=O)(=O)NC1=NC(=NC(=C1)Cl)NC (4-amino-N-(6-chloro-2-methylamino-pyrimidin-4-yl)-benzenesulfonamide), N1CCCC1 (pyrrolidine). The solvent is C(C)O (ethanol), C(C)O (ethanol). Yields the product NC1=CC=C(C=C1)S(=O)(=O)NC1=NC(=NC(=C1)N1CCCC1)NC (4 -amino-N-(2-methylamino-6-pyrrolidin-1-yl-pyrimidin-4-yl)-benzenesulfonamide). Yield: 63.1%. RXN SMILES: [NH2:1][C:2]1[CH:7]=[CH:6][C:5]([S:8]([NH:11][C:12]2[CH:17]=[C:16](Cl)[N:15]=[C:14]([NH:19][CH3:20])[N:13]=2)(=[O:10])=[O:9])=[CH:4][CH:3]=1.[NH:21]1[CH2:25][CH2:24][CH2:23][CH2:22]1>C(O)C>[NH2:1][C:2]1[CH:7]=[CH:6][C:5]([S:8]([NH:11][C:12]2[CH:17]=[C:16]([N:21]3[CH2:25][CH2:24][CH2:23][CH2:22]3)[N:15]=[C:14]([NH:19][CH3:20])[N:13]=2)(=[O:10])=[O:9])=[CH:4][CH:3]=1. Reported procedure: 0.314 g (0.001 mol) of 4-amino-N-(6-chloro-2-methylamino-pyrimidin-4-yl)-benzenesulfonamide and 2.5 ml (0.15 mol) of pyrrolidine were stirred in 20 ml of ethanol in an autoclave at 130° C. for 4 hours. The reaction mixture was freed from solvent, the residue was suspended in 5 ml of ethanol and treated in an ultrasound bath for 15 min. The precipitate was filtered off, dissolved in 150 ml of 1N NaOH and filtered. The filtrate was adjusted to pH 6 with 1N HCl. The precipitate was filtered off und... The reactants are COC(OC)C(C)O, [Cl-], Clc1cc(Cl)ncn1, [H-], [NH4+], [Na+], C1CCOC1. The product is COC(OC)C(C)Oc1cc(Cl)ncn1. As a reaction SMILES: [CH3:3][O:4][CH:5]([CH:6]([CH3:7])[OH:8])[O:9][CH3:10].[Cl-:19].[Cl:11][c:12]1[n:13][cH:14][n:15][c:16]([Cl:18])[cH:17]1.[H-:1].[NH4+:20].[Na+:2].[O:21]1[CH2:22][CH2:23][CH2:24][CH2:25]1>>[CH3:3][O:4][CH:5]([CH:6]([CH3:7])[O:8][c:16]1[n:15][cH:14][n:13][c:12]([Cl:11])[cH:17]1)[O:9][CH3:10]. Reactants: BrC=1C=C(C=C(C1)C(N(C)C)=O)C#CCCCCCC=1C(=C(OCCCC(=O)O)C=CC1)CCC(=O)O (4-[3-[7-(3-bromo-5-dimethylcarbamoyl-phenyl)-hept-6-ynyl]-2-(2-carboxy-ethyl)-phenoxy]-butyric acid), O (H2O), OC1=CC=C(C=C1)B(O)O (4-hydroxyphenylboronic acid), C([O-])([O-])=O.[K+].[K+] (potassium carbonate). Reagents/catalysts: C=1C=CC(=CC1)[P](C=2C=CC=CC2)(C=3C=CC=CC3)[Pd]([P](C=4C=CC=CC4)(C=5C=CC=CC5)C=6C=CC=CC6)([P](C=7C=CC=CC7)(C=8C=CC=CC8)C=9C=CC=CC9)[P](C=1C=CC=CC1)(C=1C=CC=CC1)C=1C=CC=CC1 (Pd(PPh3)4). The solvent is CCO (EtOH). Reaction conditions: temperature 78 celsius. Yields the product C(=O)(O)CCC1=C(OCCCC(=O)O)C=CC=C1CCCCCC#CC=1C=C(C=C(C1)C(N(C)C)=O)C1=CC=C(C=C1)O (4-{2-(2-Carboxy-ethyl)-3-[7-(5-dimethylcarbamoyl-4′-hydroxy-biphenyl-3-yl)-hept-6-ynyl]-phenoxy}-butyric acid). Reaction SMILES: Br[C:2]1[CH:3]=[C:4]([C:13]#[C:14][CH2:15][CH2:16][CH2:17][CH2:18][CH2:19][C:20]2[C:21]([CH2:33][CH2:34][C:35]([OH:37])=[O:36])=[C:22]([CH:30]=[CH:31][CH:32]=2)[O:23][CH2:24][CH2:25][CH2:26][C:27]([OH:29])=[O:28])[CH:5]=[C:6]([C:8](=[O:12])[N:9]([CH3:11])[CH3:10])[CH:7]=1.O.[OH:39][C:40]1[CH:45]=[CH:44][C:43](B(O)O)=[CH:42][CH:41]=1.C(=O)([O-])[O-].[K+].[K+]>CCO.C1C=CC([P]([Pd]([P](C2C=CC=CC=2)(C2C=CC=CC=2)C2C=CC=CC=2)([P](C2C=CC=CC=2)(C2C=CC=CC=2)C2C=CC=CC=2)[P](C2C=CC=CC=2)(C2C=CC=CC=2)C2C=CC=CC=2)(C2C=CC=CC=2)C2C=CC=CC=2)=CC=1>[C:35]([CH2:34][CH2:33][C:21]1[C:20]([CH2:19][CH2:18][CH2:17][CH2:16][CH2:15][C:14]#[C:13][C:4]2[CH:3]=[C:2]([C:43]3[CH:44]=[CH:45][C:40]([OH:39])=[CH:41][CH:42]=3)[CH:7]=[C:6]([C:8](=[O:12])[N:9]([CH3:11])[CH3:10])[CH:5]=2)=[CH:32][CH:31]=[CH:30][C:22]=1[O:23][CH2:24][CH2:25][CH2:26][C:27]([OH:29])=[O:28])([OH:37])=[O:36] |f:3.4.5,^1:61,63,82,101|. Procedure: To a solution of 4-[3-[7-(3-bromo-5-dimethylcarbamoyl-phenyl)-hept-6-ynyl]-2-(2-carboxy-ethyl)-phenoxy]-butyric acid (80 mg, 0.14 mmol) in EtOH (4 mL)/H2O (1 mL) were added 4-hydroxyphenylboronic acid (38 mg, 0.28 mmol), potassium carbonate (77 mg, 0.56 mmol) and Pd(PPh3)4 (3 mg, 0.0028 mmol). The mixture was heated at 78° C. for 5 h and then cooled to room temperature. The reaction mixture was filtered using a syringe filter 0.45 μm and the filtrate was concentrated under reduced pressure. The ... Starting materials: ClCCCCCCOS(=O)(=O)C1=CC=C(C=C1)C (1-Chloro-6-(p-toluenesulphonyloxy)hexane), OC1=C(C=CC=C1)C1=CC=CC=C1 (2-hydroxybiphenyl), C([O-])([O-])=O.[K+].[K+] (potassium carbonate), O (water). Run in CN(C=O)C (dimethylformamide). Yields the product C=1(C(=CC=CC1)OCCCCCCCl)C1=CC=CC=C1 (1-(2-Biphenyloxy)-6-chlorohexane). Reaction SMILES: [Cl:1][CH2:2][CH2:3][CH2:4][CH2:5][CH2:6][CH2:7]OS(C1C=CC(C)=CC=1)(=O)=O.[OH:19][C:20]1[CH:25]=[CH:24][CH:23]=[CH:22][C:21]=1[C:26]1[CH:31]=[CH:30][CH:29]=[CH:28][CH:27]=1.C(=O)([O-])[O-].[K+].[K+].O>CN(C)C=O>[C:21]1([C:26]2[CH:27]=[CH:28][CH:29]=[CH:30][CH:31]=2)[C:20]([O:19][CH2:7][CH2:6][CH2:5][CH2:4][CH2:3][CH2:2][Cl:1])=[CH:25][CH:24]=[CH:23][CH:22]=1 |f:2.3.4|. Procedure: 1-Chloro-6-(p-toluenesulphonyloxy)hexane (100 g), 2-hydroxybiphenyl (59 g) and potassium carbonate (60 g) were heated with stirring in dimethylformamide at 70° for 16 hours. The solution was cooled and added to water, then extracted with ether. The extract was washed with water, dried and evaporated, and the residue was chromatographed on silica gel (1800 g) eluting with 99:1 hexane; ethyl acetate, so as to afford the title compound as an oil.